This data is from the Open Reaction Database (ORD), a public repository of structured organic reaction records. The task is: describe an organic reaction: reactants, conditions, products, and yield Reactants: S1C=CC=2C=NC=CC21 (thieno[3,2-c]pyridine), Br (hydrobromic acid), BrBr (bromine), Br (hydrobromic acid). Reaction conditions: temperature 105 celsius, time 8 hour. Yields the product BrC1=CSC2=C1C=NC=C2 (3-bromothieno[3,2-c]pyridine). As a reaction SMILES: [S:1]1[C:9]2[CH:8]=[CH:7][N:6]=[CH:5][C:4]=2[CH:3]=[CH:2]1.[BrH:10].BrBr>>[Br:10][C:3]1[C:4]2[CH:5]=[N:6][CH:7]=[CH:8][C:9]=2[S:1][CH:2]=1. Reported procedure: To a solution of 5.4 g of thieno[3,2-c]pyridine and 120 ml of 48% (w/w) hydrobromic acid was added a solution of 4.4 ml of bromine in 60 ml of 48% (w/w) hydrobromic acid. A solid precipitated out of solution and the resultant mixture was maintained at 105° C. for 6 hours in a sealed vessel after which it was allowed to cool to room temperature overnight. The mixture was then poured over ice layered with methylene chloride and the mixture was made basic (pH9) with ammonium hydroxide. The layers w...